From a dataset of the Open Reaction Database (ORD), a public repository of structured organic reaction records. describe an organic reaction: reactants, conditions, products, and yield Reactants: BrC1=CSC=C1Br (3,4-dibromothiophene), COC1=CC=C(C=C1)B(O)O (4-methoxyphenylboronic acid), C([O-])([O-])=O.[Na+].[Na+] (sodium carbonate), C1(=CC=CC=C1)C (toluene). Procedure details: To a mixture of 3,4-dibromothiophene (Scheme I, 1) (5 g, 20.7 mmol), 4-methoxyphenylboronic acid (Scheme I, 2, X1=4-methoxyphenyl) (3.14 g, 20.7 mmol), sodium carbonate (4.38 g, 41.3 mmol), toluene (100 mL), in a mixture of ethanol (60 mL) and water (40 mL) was added Pd(PPh3)4 (2.02 g, 1.75 mmol) under nitrogen. The mixture was stirred at 75° C. for 13 h, poured into water (60 mL), and extracted with ethyl acetate (60 mL×3). The organic extracts were dried over anhydrous magnesium sulfate (10 g)... Yields the product BrC1=CSC=C1C1=CC=C(C=C1)OC (3-bromo-4-(4-methoxyphenyl)thiophene). Solvent: O (water), C(C)O (ethanol), O (water). Reaction conditions: temperature 75 celsius, time 13 hour. The yield is 30.5%. Reagents/catalysts: C=1C=CC(=CC1)[P](C=2C=CC=CC2)(C=3C=CC=CC3)[Pd]([P](C=4C=CC=CC4)(C=5C=CC=CC5)C=6C=CC=CC6)([P](C=7C=CC=CC7)(C=8C=CC=CC8)C=9C=CC=CC9)[P](C=1C=CC=CC1)(C=1C=CC=CC1)C=1C=CC=CC1 (Pd(PPh3)4). As a reaction SMILES: Br[C:2]1[C:6]([Br:7])=[CH:5][S:4][CH:3]=1.[CH3:8][O:9][C:10]1[CH:15]=[CH:14][C:13](B(O)O)=[CH:12][CH:11]=1.C(=O)([O-])[O-].[Na+].[Na+].C1(C)C=CC=CC=1>C(O)C.O.C1C=CC([P]([Pd]([P](C2C=CC=CC=2)(C2C=CC=CC=2)C2C=CC=CC=2)([P](C2C=CC=CC=2)(C2C=CC=CC=2)C2C=CC=CC=2)[P](C2C=CC=CC=2)(C2C=CC=CC=2)C2C=CC=CC=2)(C2C=CC=CC=2)C2C=CC=CC=2)=CC=1>[Br:7][C:6]1[C:2]([C:13]2[CH:14]=[CH:15][C:10]([O:9][CH3:8])=[CH:11][CH:12]=2)=[CH:3][S:4][CH:5]=1 |f:2.3.4,^1:39,41,60,79|. Starting materials: O=C([O-])[O-], CCCCc1ccc(O)cc1OC(C)(C)C(=O)OCC, CCCCc1ccc(OCCc2nc(-c3ccc(-c4ccccc4)cc3)oc2C)cc1OC(C)(C)C(=O)OCC, CCO, [K+], [K+]. The product is CCCCc1ccc(OCCc2nc(-c3ccc(-c4ccccc4)cc3)oc2C)cc1OC(C)(C)C(=O)O. As a reaction SMILES: [C:21](=[O:22])([O-:23])[O-:24].[CH2:1]([O:2][C:3](=[O:4])[C:5]([O:6][c:7]1[cH:8][c:9]([OH:10])[cH:11][cH:12][c:13]1[CH2:14][CH2:15][CH2:16][CH3:17])([CH3:18])[CH3:19])[CH3:20].[CH2:27]([CH3:28])[O:29][C:30]([C:31]([CH3:32])([CH3:33])[O:34][c:35]1[c:36]([CH2:62][CH2:63][CH2:64][CH3:65])[cH:37][cH:38][c:39]([O:41][CH2:42][CH2:43][c:44]2[n:45][c:46](-[c:50]3[cH:51][cH:52][c:53](-[c:56]4[cH:57][cH:58][cH:59][cH:60][cH:61]4)[cH:54][cH:55]3)[o:47][c:48]2[CH3:49])[cH:40]1)=[O:66].[CH3:67][CH2:68][OH:69].[K+:25].[K+:26]>>[O:29]=[C:30]([C:31]([CH3:32])([CH3:33])[O:34][c:35]1[c:36]([CH2:62][CH2:63][CH2:64][CH3:65])[cH:37][cH:38][c:39]([O:41][CH2:42][CH2:43][c:44]2[n:45][c:46](-[c:50]3[cH:51][cH:52][c:53](-[c:56]4[cH:57][cH:58][cH:59][cH:60][cH:61]4)[cH:54][cH:55]3)[o:47][c:48]2[CH3:49])[cH:40]1)[OH:66].